This data is from the Open Reaction Database (ORD), a public repository of structured organic reaction records. The task is: describe an organic reaction: reactants, conditions, products, and yield Reactants: C1CCOC1, CO, COC(=O)c1ccc(NC(=O)C2NC(CC(C)(C)C)C(C#N)(c3ccc(Cl)cc3F)C2c2cccc(Cl)c2F)cc1C(F)(F)F, Cl, [Na+], [OH-]. Product: CC(C)(C)CC1NC(C(=O)Nc2ccc(C(=O)O)c(C(F)(F)F)c2)C(c2cccc(Cl)c2F)C1(C#N)c1ccc(Cl)cc1F. Reaction SMILES: [CH2:46]1[O:47][CH2:48][CH2:49][CH2:50]1.[CH3:54][OH:55].[Cl:1][c:2]1[c:3]([F:45])[c:4]([CH:8]2[CH:9]([C:28](=[O:29])[NH:30][c:31]3[cH:32][c:33]([C:41]([F:42])([F:43])[F:44])[c:34]([C:35](=[O:36])[O:37][CH3:38])[cH:39][cH:40]3)[NH:10][CH:11]([CH2:23][C:24]([CH3:25])([CH3:26])[CH3:27])[C:12]2([C:13]#[N:14])[c:15]2[c:16]([F:22])[cH:17][c:18]([Cl:21])[cH:19][cH:20]2)[cH:5][cH:6][cH:7]1.[ClH:53].[Na+:52].[OH-:51]>>[Cl:1][c:2]1[c:3]([F:45])[c:4]([CH:8]2[CH:9]([C:28](=[O:29])[NH:30][c:31]3[cH:32][c:33]([C:41]([F:42])([F:43])[F:44])[c:34]([C:35](=[O:36])[OH:37])[cH:39][cH:40]3)[NH:10][CH:11]([CH2:23][C:24]([CH3:25])([CH3:26])[CH3:27])[C:12]2([C:13]#[N:14])[c:15]2[c:16]([F:22])[cH:17][c:18]([Cl:21])[cH:19][cH:20]2)[cH:5][cH:6][cH:7]1. The reactants are CC(C)(C)[Si](C)(C)OCCc1ccccc1F, C1CCOC1, CN(C)CCN(C)CCN(C)C, CN(C)C=O, [Li]C(C)CC. The product is CC(C)(C)[Si](C)(C)OCCc1cccc(C=O)c1F. Reaction SMILES: [C:1]([CH3:2])([CH3:3])([CH3:4])[Si:5]([CH3:6])([CH3:7])[O:8][CH2:9][CH2:10][c:11]1[c:12]([F:17])[cH:13][cH:14][cH:15][cH:16]1.[CH2:40]1[O:41][CH2:42][CH2:43][CH2:44]1.[CH3:23][N:24]([CH3:25])[CH2:26][CH2:27][N:28]([CH3:29])[CH2:30][CH2:31][N:32]([CH3:33])[CH3:34].[CH3:35][N:36]([CH:37]=[O:38])[CH3:39].[CH:18]([Li:19])([CH2:20][CH3:21])[CH3:22]>>[C:1]([CH3:2])([CH3:3])([CH3:4])[Si:5]([CH3:6])([CH3:7])[O:8][CH2:9][CH2:10][c:11]1[c:12]([F:17])[c:13]([CH:37]=[O:38])[cH:14][cH:15][cH:16]1. Procedure details: To a solution of 10.0g (0.17 mole) ethylenediamine in 100 ml isopropanol and 50 ml ethanol heated at 60° C. under nitrogen was added, dropwise, a mixture of 58.5g (0.33 mole) 4,4,4-trichloro-1,2-epoxybutane and 58.5g (1.0 mole) propylene oxide over a period of one hour. The reaction mixture was refluxed at 70° C. for one hour and an additional 17.2g (0.30 mole) of propylene oxide was then added dropwise. Refluxing with agitation was continued for an additional five hours and the mixture allowed ... Run in C(C)(C)O (isopropanol), C(C)O (ethanol). Product: 74g, C(CN)N (ethylenediamine), ClC(CC(C)O)(Cl)Cl (4,4,4-trichloro-2-hydroxybutane). Conditions: temperature 70 celsius, time 5 hour. Reaction SMILES: [CH2:1]([NH2:4])[CH2:2][NH2:3].[Cl:5][C:6]([Cl:12])([Cl:11])[CH2:7][CH:8]1[O:10][CH2:9]1.C1OC1C>C(O)(C)C.C(O)C>[CH2:1]([NH2:4])[CH2:2][NH2:3].[Cl:5][C:6]([Cl:12])([Cl:11])[CH2:7][CH:8]([OH:10])[CH3:9]. The reactants are C1C(C)O1 (propylene oxide), ClC(CC1CO1)(Cl)Cl (4,4,4-trichloro-1,2-epoxybutane), C1C(C)O1 (propylene oxide), C(CN)N (ethylenediamine).